Dataset: the Open Reaction Database (ORD), a public repository of structured organic reaction records. Task: describe an organic reaction: reactants, conditions, products, and yield Starting materials: BrC=1C=C(C#N)C=CC1OC(C)C (3-bromo-4-isopropoxybenzonitrile), FC1=CC=C(C=C1)[C@H]1[C@@]2(C=C(CO2)[Sn](C)(C)C)CC[C@@H]1CO ((5R,6S,7S)-6-(4-fluorophenyl)-3-(trimethylstannyl)-1-oxaspiro[4.4]non-3-ene-7-methanol), N (NH3). Product: FC1=CC=C(C=C1)[C@H]1[C@]2(C=C(CO2)C2=C(C=CC(=C2)C#N)OC(C)C)CC[C@@H]1CO ((5R,6S,7S)-6-(4-Fluorophenyl)-3-(5-cyano-2-isopropoxy-phenyl)-1-oxaspiro[4.4]non-3-ene-7-methanol). RXN SMILES: Br[C:2]1[CH:3]=[C:4]([CH:7]=[CH:8][C:9]=1[O:10][CH:11]([CH3:13])[CH3:12])[C:5]#[N:6].[F:14][C:15]1[CH:20]=[CH:19][C:18]([C@@H:21]2[C@@H:33]([CH2:34][OH:35])[CH2:32][CH2:31][C@:22]32[O:26][CH2:25][C:24]([Sn](C)(C)C)=[CH:23]3)=[CH:17][CH:16]=1.N>>[F:14][C:15]1[CH:20]=[CH:19][C:18]([C@@H:21]2[C@@H:33]([CH2:34][OH:35])[CH2:32][CH2:31][C@@:22]32[O:26][CH2:25][C:24]([C:2]2[CH:3]=[C:4]([C:5]#[N:6])[CH:7]=[CH:8][C:9]=2[O:10][CH:11]([CH3:13])[CH3:12])=[CH:23]3)=[CH:17][CH:16]=1. Reported procedure: The title compound was prepared following the procedure described in Example 6, Step F(d) using 3-bromo-4-isopropoxybenzonitrile and (5R,6S,7S)-6-(4-fluorophenyl)-3-(trimethylstannyl)-1-oxaspiro[4.4]non-3-ene-7-methanol as substrates for the cross-coupling reaction. 400 MHz 1H NMR (CD3OD): δ 1.28 (s, 3H), 1.31 (s, 3H), 1.70 (m, 1H), 2.18 (m, 2H), 2.72 (m, 1H), 2.82 (d, 1H), 3.37 (dd, 1H), 3.55 (dd, 1H), 4.05 (dd, 1H), 4.67 (dd, 1H), 4.70 (m, 1H), 6.35 (m, 1H), 6.92 (t, 2H), 7.07 (d, 1H), 7.30 (m... The reactants are CCOC(=O)CSc1cnc(N)s1, COCC(C)Oc1cc(OCc2ccsc2)cc(C(=O)O)c1. The product is CCOC(=O)CSc1cnc(NC(=O)c2cc(OCc3ccsc3)cc(OC(C)COC)c2)s1. As a reaction SMILES: [CH2:23]([CH3:24])[O:25][C:26]([CH2:27][S:28][c:29]1[cH:30][n:31][c:32]([NH2:34])[s:33]1)=[O:35].[CH3:1][O:2][CH2:3][CH:4]([O:5][c:6]1[cH:7][c:8]([C:9](=[O:10])[OH:11])[cH:12][c:13]([O:15][CH2:16][c:17]2[cH:18][s:19][cH:20][cH:21]2)[cH:14]1)[CH3:22]>>[CH3:1][O:2][CH2:3][CH:4]([O:5][c:6]1[cH:7][c:8]([C:9](=[O:11])[NH:34][c:32]2[n:31][cH:30][c:29]([S:28][CH2:27][C:26]([O:25][CH2:23][CH3:24])=[O:35])[s:33]2)[cH:12][c:13]([O:15][CH2:16][c:17]2[cH:18][s:19][cH:20][cH:21]2)[cH:14]1)[CH3:22]. The reactants are CC(C)(C)OC(=O)N1CCNCC1CO, CCSC1=NC(=O)C(=Cc2ccc3c(c2)c(C#N)nn3Cc2ccc(C(F)(F)F)cc2C(F)(F)F)S1. Yields the product CC(C)(C)OC(=O)N1CCN(C2=NC(=O)C(=Cc3ccc4c(c3)c(C#N)nn4Cc3ccc(C(F)(F)F)cc3C(F)(F)F)S2)CC1CO. RXN SMILES: [C:37]([CH3:38])([CH3:39])([CH3:40])[O:41][C:42](=[O:43])[N:44]1[CH:45]([CH2:50][OH:51])[CH2:46][NH:47][CH2:48][CH2:49]1.[F:1][C:2]([c:3]1[c:4]([CH2:5][n:6]2[n:7][c:8]([C:25]#[N:26])[c:9]3[cH:10][c:11]([CH:15]=[C:16]4[C:17](=[O:24])[N:18]=[C:19]([S:21][CH2:22][CH3:23])[S:20]4)[cH:12][cH:13][c:14]23)[cH:27][cH:28][c:29]([C:31]([F:32])([F:33])[F:34])[cH:30]1)([F:35])[F:36]>>[F:1][C:2]([c:3]1[c:4]([CH2:5][n:6]2[n:7][c:8]([C:25]#[N:26])[c:9]3[cH:10][c:11]([CH:15]=[C:16]4[C:17](=[O:24])[N:18]=[C:19]([N:47]5[CH2:46][CH:45]([CH2:50][OH:51])[N:44]([C:42]([O:41][C:37]([CH3:38])([CH3:39])[CH3:40])=[O:43])[CH2:49][CH2:48]5)[S:20]4)[cH:12][cH:13][c:14]23)[cH:27][cH:28][c:29]([C:31]([F:32])([F:33])[F:34])[cH:30]1)([F:35])[F:36]. Reactants: COC(=O)Cc1ccc(-c2ccc(-c3nc(C(N)=O)c(C)nc3C)cc2F)c(Cl)c1, O=C([O-])[O-], CCOC(C)=O, Cl, [K+], [K+], CN(C)C=O, O. Product: COC(=O)C(CO)c1ccc(-c2ccc(-c3nc(C(N)=O)c(C)nc3C)cc2F)c(Cl)c1. Reaction SMILES: [C:1]([NH2:2])(=[O:3])[c:4]1[c:5]([CH3:30])[n:6][c:7]([CH3:29])[c:8](-[c:10]2[cH:11][c:12]([F:28])[c:13](-[c:16]3[c:17]([Cl:27])[cH:18][c:19]([CH2:22][C:23](=[O:24])[O:25][CH3:26])[cH:20][cH:21]3)[cH:14][cH:15]2)[n:9]1.[C:31]([O-:32])(=[O:33])[O-:34].[CH3:44][CH2:45][O:46][C:47](=[O:48])[CH3:49].[ClH:38].[K+:35].[K+:36].[O:39]=[CH:40][N:41]([CH3:42])[CH3:43].[OH2:37]>>[C:1]([NH2:2])(=[O:3])[c:4]1[c:5]([CH3:30])[n:6][c:7]([CH3:29])[c:8](-[c:10]2[cH:11][c:12]([F:28])[c:13](-[c:16]3[c:17]([Cl:27])[cH:18][c:19]([CH:22]([C:23](=[O:24])[O:25][CH3:26])[CH2:31][OH:32])[cH:20][cH:21]3)[cH:14][cH:15]2)[n:9]1. The reactants are BrC1C=C(C(C1)=O)CCCCCCCCC(=O)O (4-bromo-2-(8-carboxyoctyl)cyclopent-2-en-1-one), CC(=O)C (acetone), O (water). The reagents and catalysts are [B-](F)(F)(F)F.[Ag+] (silver fluoborate). The solvent is CO (MeOH). Run at time 2 hour. Product: OC1C=C(C(C1)=O)CCCCCCCCC(=O)O (4-hydroxy-2-(8-carboxyoctyl)cyclopent-2-en-1-one). Reaction SMILES: Br[CH:2]1[CH2:6][C:5](=[O:7])[C:4]([CH2:8][CH2:9][CH2:10][CH2:11][CH2:12][CH2:13][CH2:14][CH2:15][C:16]([OH:18])=[O:17])=[CH:3]1.CC(C)=[O:21].O>[B-](F)(F)(F)F.[Ag+].CO>[OH:21][CH:2]1[CH2:6][C:5](=[O:7])[C:4]([CH2:8][CH2:9][CH2:10][CH2:11][CH2:12][CH2:13][CH2:14][CH2:15][C:16]([OH:18])=[O:17])=[CH:3]1 |f:3.4|. Reported procedure: To a stirred solution of 57.2 g. of crude 4-bromo-2-(8-carboxyoctyl)cyclopent-2-en-1-one (Example 100) in 500 ml. of acetone and 325 ml. of water at 3° C. is added 44.1 g. (0.226 moles) of silver fluoborate during a 15 minute period. The mixture is stirred at 0°-3° C. for 2 hours and filtered. The filtrate is diluted with water, saturated with solid sodium chloride, and extracted with ether. The extract is washed with saturated sodium chloride solution, dried over magnesium sulfate, and concentr... The reactants are Br, CC(=O)OC(C)=O, COc1ccc2nc(NC3=NCCN3)[nH]c2c1. Yields the product Oc1ccc2nc(NC3=NCCN3)[nH]c2c1. RXN SMILES: [BrH:25].[CH3:18][C:19]([O:20][C:21](=[O:22])[CH3:23])=[O:24].[CH3:1][O:2][c:3]1[cH:4][c:5]2[c:6]([n:7][c:8]([NH:10][C:11]3=[N:15][CH2:14][CH2:13][NH:12]3)[nH:9]2)[cH:16][cH:17]1>>[OH:2][c:3]1[cH:4][c:5]2[c:6]([n:7][c:8]([NH:10][C:11]3=[N:15][CH2:14][CH2:13][NH:12]3)[nH:9]2)[cH:16][cH:17]1. Reactants: C(CC(=O)C)(=O)OCCN(C)CC1=CC=C(C=C1)OC (2-[N-(4-methoxybenzyl)-N-methylamino]-ethyl acetoacetate), [N+](=O)([O-])C=1C=C(C=C(C(=O)OCC2CC2)C(=O)C)C=CC1 (cyclopropylmethyl 2-(3-nitrobenzylidene)acetoacetate), N (ammonia). Solvent: C(C)O (ethanol). Reaction conditions: time 7 hour. Yields the product CC=1NC(=C(C(C1C(=O)OCC1CC1)C1=CC(=CC=C1)[N+](=O)[O-])C(=O)OCCN(C)CC1=CC=C(C=C1)OC)C (3-cyclopropylmethyl 5-[2-[N-(4-methoxybenzyl)-N-methylamino]ethyl] 1,4-dihydro-2,6-dimethyl-4-(3-nitrophenyl)pyridine-3,5-dicarboxylate). The yield is 46.7%. As a reaction SMILES: [C:1]([O:7][CH2:8][CH2:9][N:10]([CH2:12][C:13]1[CH:18]=[CH:17][C:16]([O:19][CH3:20])=[CH:15][CH:14]=1)[CH3:11])(=[O:6])[CH2:2][C:3]([CH3:5])=O.[N+:21]([C:24]1[CH:25]=[C:26]([CH:39]=[CH:40][CH:41]=1)[CH:27]=[C:28]([C:36]([CH3:38])=O)[C:29]([O:31][CH2:32][CH:33]1[CH2:35][CH2:34]1)=[O:30])([O-:23])=[O:22].[NH3:42]>C(O)C>[CH3:38][C:36]1[NH:42][C:3]([CH3:5])=[C:2]([C:1]([O:7][CH2:8][CH2:9][N:10]([CH2:12][C:13]2[CH:18]=[CH:17][C:16]([O:19][CH3:20])=[CH:15][CH:14]=2)[CH3:11])=[O:6])[CH:27]([C:26]2[CH:39]=[CH:40][CH:41]=[C:24]([N+:21]([O-:23])=[O:22])[CH:25]=2)[C:28]=1[C:29]([O:31][CH2:32][CH:33]1[CH2:35][CH2:34]1)=[O:30]. Procedure details: A mixture of 8.8 g (30 mmol) of 2-[N-(4-methoxybenzyl)-N-methylamino]-ethyl acetoacetate, 8.5 g (30 mmol) of cyclopropylmethyl 2-(3-nitrobenzylidene)acetoacetate, 2.5 ml of 28% aqueous ammonia and 50 ml of ethanol was stirred at the reflux temperature for 7 hours, and then the solvent was removed under reduced pressure. The residue was chromatographed on silica gel column to afford 3-cyclopropylmethyl 5-[2-[N-(4-methoxybenzyl)-N-methylamino]ethyl] 1,4-dihydro-2,6-dimethyl-4-(3-nitrophenyl)pyridi...